Dataset: the Open Reaction Database (ORD), a public repository of structured organic reaction records. Task: describe an organic reaction: reactants, conditions, products, and yield Reactants: ClC(C(=O)N)C(=O)C (alphachloroacetoacetamide), C(CC(=O)C)(=O)N (acetoacetamide), ( 3 ), SCCO (2-mercaptoethanol), 5,6-dihydro-2-methyl-1,4-oxathiin-3-carboxamides, ( 1 ), ( 2 ). The solvent is O (water). The product is CC=1OCCSC1C(=O)N (5,6-dihydro-2-methyl-1,4-oxathiin-3-carboxamide), ( 4 ). Reaction SMILES: [C:1]([NH2:7])(=[O:6])[CH2:2][C:3]([CH3:5])=[O:4].ClC(C(C)=O)C(N)=O.[SH:16][CH2:17][CH2:18]O>O>[CH3:5][C:3]1[O:4][CH2:18][CH2:17][S:16][C:2]=1[C:1]([NH2:7])=[O:6]. Procedure details: The prior art preparation of 5,6-dihydro-2-methyl-1,4-oxathiin-3-carboxamides (Ia) has been effected by two methods. The first method has included (1) converting acetoacetamide to alphachloroacetoacetamide, (2) reacting this with 2-mercaptoethanol in a mutual solvent in the presence of a base, (3) subjecting the resulting product to acidic conditions whereby it cyclizes with loss of water to form 5,6-dihydro-2-methyl-1,4-oxathiin-3-carboxamide (Ia) and (4) isolating said product from the reactio... Reactants: ClC=1C=C(C=CC1)N1N=C(C=C1C1=CC(=C(C=C1)F)F)C(=O)OCC (Ethyl 1-(3-chlorophenyl)-5-(3,4-difluorophenyl)-1H-pyrazole-3-carboxylate), ClC=1C=C(C=CC1)N1N=C(C=C1C1=CC(=CC(=C1)F)F)C(=O)O (1-(3-Chlorophenyl)-5-(3,5-difluorophenyl)-1H-pyrazole-3-carboxylic acid). The product is ClC=1C=C(C=CC1)N1N=C(C=C1C1=CC(=C(C=C1)F)F)C(=O)O (1-(3-Chlorophenyl)-5-(3,4-difluorophenyl)-1H-pyrazole-3-carboxylic acid). Reaction SMILES: [Cl:1][C:2]1[CH:3]=[C:4]([N:8]2[C:12]([C:13]3[CH:18]=[CH:17][C:16]([F:19])=[C:15]([F:20])[CH:14]=3)=[CH:11][C:10]([C:21]([O:23]CC)=[O:22])=[N:9]2)[CH:5]=[CH:6][CH:7]=1.ClC1C=C(N2C(C3C=C(F)C=C(F)C=3)=CC(C(O)=O)=N2)C=CC=1>>[Cl:1][C:2]1[CH:3]=[C:4]([N:8]2[C:12]([C:13]3[CH:18]=[CH:17][C:16]([F:19])=[C:15]([F:20])[CH:14]=3)=[CH:11][C:10]([C:21]([OH:23])=[O:22])=[N:9]2)[CH:5]=[CH:6][CH:7]=1. Procedure details: The preparation of the title compound takes place starting from the compound of Example 33A in analogy to the synthesis of the compound of Example 73A. 2.49 g (96% of theory) of the title compound are obtained. The reactants are CN1C[C@@H](CCC1)CO ((R)-(1-methylpiperidin-3-yl)methanol), ClN(C1=C(C=CC=C1)F)C1=NC=NC2=CC(=C(C=C12)OC)O (4-(chloro-2-fluoroanilino)-7-hydroxy-6-methoxyquinazoline), C(Cl)Cl (methylene chloride), N(=NC(=O)OCC)C(=O)OCC (Diethyl azodicarboxylate), C1(=CC=CC=C1)P(C1=CC=CC=C1)C1=CC=CC=C1 (triphenylphosphine), C(Cl)Cl (methylene chloride). Reaction conditions: time 18 hour. Yields the product ClC1=CC(=C(NC2=NC=NC3=CC(=C(C=C23)OC)OC[C@H]2CN(CCC2)C)C=C1)F ((R)-4-(4-chloro-2-fluoroanilino)-6-methoxy-7-(1-methylpiperidin-3-yl)methoxyquinazoline). Yield: 52.0%. Reaction SMILES: [CH3:1][N:2]1[CH2:7][CH2:6][CH2:5][C@@H:4]([CH2:8][OH:9])[CH2:3]1.Cl[N:11]([C:19]1[C:28]2[C:23](=[CH:24][C:25](O)=[C:26]([O:29][CH3:30])[CH:27]=2)[N:22]=[CH:21][N:20]=1)[C:12]1[CH:17]=[CH:16][CH:15]=[CH:14][C:13]=1[F:18].C1(P(C2C=CC=CC=2)C2C=CC=CC=2)C=CC=CC=1.N(C(OCC)=O)=NC(OCC)=O.C(Cl)[Cl:64]>>[Cl:64][C:15]1[CH:16]=[CH:17][C:12]([NH:11][C:19]2[C:28]3[C:23](=[CH:24][C:25]([O:9][CH2:8][C@@H:4]4[CH2:5][CH2:6][CH2:7][N:2]([CH3:1])[CH2:3]4)=[C:26]([O:29][CH3:30])[CH:27]=3)[N:22]=[CH:21][N:20]=2)=[C:13]([F:18])[CH:14]=1. Procedure details: A solution of (R)-(1-methylpiperidin-3-yl)methanol (2.29 g, 18 mmol) in methylene chloride (10 ml) was added to a stirred mixture of 4-(chloro-2-fluoroanilino)-7-hydroxy-6-methoxyquinazoline (4.0 g, 12.5 mmol), (prepared as described for the starting material in Example 2), and triphenylphosphine (9.81 g, 37.5 mmol) in methylene chloride (200 ml). Diethyl azodicarboxylate (5.87 ml, 37 mmol) was added dropwise and the reaction mixture was stirred for 18 hours at ambient temperature. The volatiles...